From a dataset of the Open Reaction Database (ORD), a public repository of structured organic reaction records. describe an organic reaction: reactants, conditions, products, and yield Starting materials: CC(=O)N1CCc2cc(OCC3=CCN4CCCC3C4)c(Br)cc21, Cc1ccccc1. As a reaction SMILES: [C:1]([CH3:2])(=[O:3])[N:4]1[CH2:5][CH2:6][c:7]2[cH:8][c:9]([O:14][CH2:15][C:16]3=[CH:17][CH2:18][N:19]4[CH2:20][CH2:21][CH2:22][CH:23]3[CH2:24]4)[c:10]([Br:13])[cH:11][c:12]21.[CH3:25][c:26]1[cH:27][cH:28][cH:29][cH:30][cH:31]1>>[C:1]([CH3:2])(=[O:3])[N:4]1[CH2:5][CH2:6][c:7]2[cH:8][c:9]3[c:10]([cH:11][c:12]21)[C:16]1([CH2:15][O:14]3)[CH2:17][CH2:18][N:19]2[CH2:20][CH2:21][CH2:22][CH:23]1[CH2:24]2. Yields the product CC(=O)N1CCc2cc3c(cc21)C1(CCN2CCCC1C2)CO3.